From a dataset of the Open Reaction Database (ORD), a public repository of structured organic reaction records. describe an organic reaction: reactants, conditions, products, and yield Reactants: [O-]S(=O)(=O)[O-].[Ca+2] (Drierite), N1=CNC2=C1C=CC(=C2)C(=O)O (5-benzimidazolecarboxylic acid), CO (methanol), S(O)(O)(=O)=O (sulfuric acid). The product is N1=CNC2=C1C=CC(=C2)C(=O)OC (5-benzimidazolecarboxylic acid, methyl ester). Isolated yield 89.0%. RXN SMILES: [O-]S([O-])(=O)=O.[Ca+2].[N:7]1[C:11]2[CH:12]=[CH:13][C:14]([C:16]([OH:18])=[O:17])=[CH:15][C:10]=2[NH:9][CH:8]=1.S(=O)(=O)(O)O.[CH3:24]O>>[N:7]1[C:11]2[CH:12]=[CH:13][C:14]([C:16]([O:18][CH3:24])=[O:17])=[CH:15][C:10]=2[NH:9][CH:8]=1 |f:0.1|. Procedure: A 500 ml round bottom flask equipped with a heating mantle, reflux condenser, and a Drierite® filled drying tube was charged with 16.22 g (0.10 mol) of 5-benzimidazolecarboxylic acid (Aldrich), 400 ml of anhydrous methanol and then (Caution!) 20 ml of concentrated sulfuric acid (Fisher). The reaction mixture was heated to reflux for 18 h and then cooled to ambient temperature. Approximately 75% of the solvents were removed under vacuum and then the remaining liquid residue was slowly poured into... Starting materials: O (water), C(=O)(O)[O-].[Na+] (NaHCO3), C(C=C)C1=CC=C(C=C1)OC (4-Allylanisole), [O-][Mn](=O)(=O)=O.[K+] (KMnO4). The solvent is C(C)(=O)O (acetic acid), CC(=O)C (acetone). Run at time 1 hour. The product is OCC(CC1=CC=C(C=C1)OC)=O (1-Hydroxy-3-(4-methoxyphenyl)propan-2-one). RXN SMILES: [CH2:1]([C:4]1[CH:9]=[CH:8][C:7]([O:10][CH3:11])=[CH:6][CH:5]=1)[CH:2]=[CH2:3].[OH2:12].[O-:13][Mn](=O)(=O)=O.[K+].C([O-])(O)=O.[Na+]>C(O)(=O)C.CC(C)=O>[OH:12][CH2:3][C:2](=[O:13])[CH2:1][C:4]1[CH:9]=[CH:8][C:7]([O:10][CH3:11])=[CH:6][CH:5]=1 |f:2.3,4.5|. Procedure: 4-Allylanisole (98%; 3.0 g; 19.86 mmol) was dissolved in glacial acetic acid (180 ml), water (180 ml) and acetone (180 ml). KMnO4 (4.7 g; 29.79 mmol) was added over the course of 1 h. The mixture was then stirred at (RT) for 1 h. It was then decolorized with saturated NaHCO3 solution. The reaction volume was reduced in a rotary evaporator. This was followed by extraction with CH2Cl2, washing of the organic phase with water and drying over Na2SO4. The solvent was then removed in a rotary evaporat... Starting materials: C=CC(=O)OC, [H-], [Na+], CN(C)C=O, O=C(c1ccn2c1CSC2c1cccnc1)c1c[nH]c2cc(-c3ccc(F)cc3)ccc12. Yields the product COC(=O)CCn1cc(C(=O)c2ccn3c2CSC3c2cccnc2)c2ccc(-c3ccc(F)cc3)cc21. Reaction SMILES: [C:35]([CH:36]=[CH2:37])(=[O:38])[O:39][CH3:40].[H-:1].[Na+:2].[O:41]=[CH:42][N:43]([CH3:44])[CH3:45].[n:3]1[cH:4][c:5]([CH:9]2[S:10][CH2:11][c:12]3[n:13]2[cH:14][cH:15][c:16]3[C:17](=[O:18])[c:19]2[cH:20][nH:21][c:22]3[cH:23][c:24](-[c:28]4[cH:29][cH:30][c:31]([F:34])[cH:32][cH:33]4)[cH:25][cH:26][c:27]23)[cH:6][cH:7][cH:8]1>>[n:3]1[cH:4][c:5]([CH:9]2[S:10][CH2:11][c:12]3[n:13]2[cH:14][cH:15][c:16]3[C:17](=[O:18])[c:19]2[cH:20][n:21]([CH2:37][CH2:36][C:35](=[O:38])[O:39][CH3:40])[c:22]3[cH:23][c:24](-[c:28]4[cH:29][cH:30][c:31]([F:34])[cH:32][cH:33]4)[cH:25][cH:26][c:27]23)[cH:6][cH:7][cH:8]1. The reactants are C(C=CC)N1C(=C(C=2C1=C(N=NC2)Cl)C)C (1-(2-butenyl)-7-chloro-2,3-dimethylpyrrolo[2,3-d]pyridazine), FC=1C=C(CO)C=C(C1)F (3,5-difluorobenzyl alcohol). Product: C(C=CC)N1C(=C(C=2C1=C(N=NC2)OCC2=CC(=CC(=C2)F)F)C)C (1-(2-Butenyl)-7-(3,5-difluorobenzyloxy)-2,3-dimethylpyrrolo[2,3-d]pyridazine). Isolated yield 41.6%. Reaction SMILES: [CH2:1]([N:5]1[C:9]2=[C:10](Cl)[N:11]=[N:12][CH:13]=[C:8]2[C:7]([CH3:15])=[C:6]1[CH3:16])[CH:2]=[CH:3][CH3:4].[F:17][C:18]1[CH:19]=[C:20]([CH:23]=[C:24]([F:26])[CH:25]=1)[CH2:21][OH:22]>>[CH2:1]([N:5]1[C:9]2=[C:10]([O:22][CH2:21][C:20]3[CH:19]=[C:18]([F:17])[CH:25]=[C:24]([F:26])[CH:23]=3)[N:11]=[N:12][CH:13]=[C:8]2[C:7]([CH3:15])=[C:6]1[CH3:16])[CH:2]=[CH:3][CH3:4]. Procedure: The title compound (cis/trans=29/71) was prepared as a white powder in 41.6% yield in a similar procedure to that described in Example 1 by using 1-(2-butenyl)-7-chloro-2,3-dimethylpyrrolo[2,3-d]pyridazine (cis/trans=24/76) and 3,5-difluorobenzyl alcohol. Reactants: NC=1OC[C@]2(C3=CC(=CC(=C3OC=3C=CC(=CC23)OC)F)C2(COC2)O)N1 ((S)-3-(2-amino-5′-fluoro-2′-methoxy-5H-spiro[oxazole-4,9′-xanthene]-7′-yl)oxetan-3-ol), C(C)N(CC)S(F)(F)F ((diethylamino)sulfur trifluoride). The solvent is C(Cl)Cl (DCM). Reaction conditions: temperature 0 celsius, time 15 minute. Yields the product FC1=CC(=CC=2[C@]3(C4=CC(=CC=C4OC12)OC)N=C(OC3)N)C3(COC3)F ((S)-4′-fluoro-2′-(3-fluorooxetan-3-yl)-7′-methoxy-5H-spiro[oxazole-4,9′-xanthen]-2-amine). As a reaction SMILES: [NH2:1][C:2]1[O:3][CH2:4][C@:5]2([N:27]=1)[C:18]1[CH:17]=[C:16]([O:19][CH3:20])[CH:15]=[CH:14][C:13]=1[O:12][C:11]1[C:6]2=[CH:7][C:8]([C:22]2(O)[CH2:25][O:24][CH2:23]2)=[CH:9][C:10]=1[F:21].C(N(S(F)(F)[F:34])CC)C>C(Cl)Cl>[F:21][C:10]1[C:11]2[O:12][C:13]3[C:18](=[CH:17][C:16]([O:19][CH3:20])=[CH:15][CH:14]=3)[C@@:5]3([CH2:4][O:3][C:2]([NH2:1])=[N:27]3)[C:6]=2[CH:7]=[C:8]([C:22]2([F:34])[CH2:25][O:24][CH2:23]2)[CH:9]=1. Procedure details: To a RBF was added (S)-3-(2-amino-5′-fluoro-2′-methoxy-5H-spiro[oxazole-4,9′-xanthene]-7′-yl)oxetan-3-ol (0.28 g, 0.75 mmol, prepared as described in Method CCl4) and DCM (5 mL). The resulting mixture was then cooled to 0° C. and (diethylamino)sulfur trifluoride (0.20 mL, 1.50 mmol, Alfa Aesar) was added drop wise. The mixture was then stirred at 0° C. for 15 min and at room temperature for 15 min. Then, the mixture was quenched with saturated sodium bicarbonate (5 mL). The mixture was stirred a... Reactants: CCOC(C)=O, COc1ccc2c(Oc3ccc(NC(=O)c4c(C)n(CC(C)OC(=O)C(C)N)n(-c5ccccc5)c4=O)cc3F)ccnc2c1, O=P(O)(O)O. Yields the product COc1ccc2c(Oc3ccc(NC(=O)c4c(C)n(CC(C)OC(=O)C(C)N)n(-c5ccccc5)c4=O)cc3F)ccnc2c1, O=P(O)(O)O. RXN SMILES: [CH3:51][CH2:52][O:53][C:54]([CH3:55])=[O:56].[F:1][c:2]1[cH:3][c:4]([NH:21][C:22](=[O:23])[c:24]2[c:25](=[O:45])[n:26](-[c:39]3[cH:40][cH:41][cH:42][cH:43][cH:44]3)[n:27]([CH2:30][CH:31]([CH3:32])[O:33][C:34]([CH:35]([CH3:36])[NH2:37])=[O:38])[c:28]2[CH3:29])[cH:5][cH:6][c:7]1[O:8][c:9]1[cH:10][cH:11][n:12][c:13]2[cH:14][c:15]([O:19][CH3:20])[cH:16][cH:17][c:18]12.[P:46]([OH:47])([OH:48])([OH:49])=[O:50]>>[F:1][c:2]1[cH:3][c:4]([NH:21][C:22](=[O:23])[c:24]2[c:25](=[O:45])[n:26](-[c:39]3[cH:40][cH:41][cH:42][cH:43][cH:44]3)[n:27]([CH2:30][CH:31]([CH3:32])[O:33][C:34]([CH:35]([CH3:36])[NH2:37])=[O:38])[c:28]2[CH3:29])[cH:5][cH:6][c:7]1[O:8][c:9]1[cH:10][cH:11][n:12][c:13]2[cH:14][c:15]([O:19][CH3:20])[cH:16][cH:17][c:18]12.[P:46](=[O:47])([OH:48])([OH:49])[OH:50]. Starting materials: BrC1=C2C(=NC=C1)N(C=C2)COCC[Si](C)(C)C (4-bromo-1-{[2-(trimethylsilyl)ethoxy]methyl}-1H-pyrrolo[2,3-b]pyridine), C(#N)CC1(CN(C1)C(=O)OC(C)(C)C)N1N=CC(=C1)B1OC(C(O1)(C)C)(C)C (tert-butyl 3-(cyanomethyl)-3-[4-(4,4,5,5-tetramethyl-1,3,2-dioxaborolan-2-yl)-1H-pyrazol-1-yl]azetidine-1-carboxylate), C([O-])([O-])=O.[Cs+].[Cs+] (cesium carbonate). The reagents and catalysts are C=1C=CC(=CC1)[P](C=2C=CC=CC2)(C=3C=CC=CC3)[Pd]([P](C=4C=CC=CC4)(C=5C=CC=CC5)C=6C=CC=CC6)([P](C=7C=CC=CC7)(C=8C=CC=CC8)C=9C=CC=CC9)[P](C=1C=CC=CC1)(C=1C=CC=CC1)C=1C=CC=CC1 (tetrakis(triphenylphosphine)palladium(0)). The solvent is O1CCOCC1 (1,4-dioxane), O (water). Conditions: temperature 90 celsius, time 2 hour. Yields the product C(#N)CC1(CN(C1)C(=O)OC(C)(C)C)N1N=CC(=C1)C1=C2C(=NC=C1)N(C=C2)COCC[Si](C)(C)C (tert-butyl 3-(cyanomethyl)-3-[4-(1-{[2-(trimethylsilyl)ethoxy]methyl}-1H-pyrrolo[2,3-b]pyridin-4-yl)-1H-pyrazol-1-yl]azetidine-1-carboxylate). Isolated yield 104.8%. RXN SMILES: Br[C:2]1[CH:7]=[CH:6][N:5]=[C:4]2[N:8]([CH2:11][O:12][CH2:13][CH2:14][Si:15]([CH3:18])([CH3:17])[CH3:16])[CH:9]=[CH:10][C:3]=12.[C:19]([CH2:21][C:22]1([N:33]2[CH:37]=[C:36](B3OC(C)(C)C(C)(C)O3)[CH:35]=[N:34]2)[CH2:25][N:24]([C:26]([O:28][C:29]([CH3:32])([CH3:31])[CH3:30])=[O:27])[CH2:23]1)#[N:20].C(=O)([O-])[O-].[Cs+].[Cs+]>O1CCOCC1.O.C1C=CC([P]([Pd]([P](C2C=CC=CC=2)(C2C=CC=CC=2)C2C=CC=CC=2)([P](C2C=CC=CC=2)(C2C=CC=CC=2)C2C=CC=CC=2)[P](C2C=CC=CC=2)(C2C=CC=CC=2)C2C=CC=CC=2)(C2C=CC=CC=2)C2C=CC=CC=2)=CC=1>[C:19]([CH2:21][C:22]1([N:33]2[CH:37]=[C:36]([C:2]3[CH:7]=[CH:6][N:5]=[C:4]4[N:8]([CH2:11][O:12][CH2:13][CH2:14][Si:15]([CH3:18])([CH3:17])[CH3:16])[CH:9]=[CH:10][C:3]=34)[CH:35]=[N:34]2)[CH2:25][N:24]([C:26]([O:28][C:29]([CH3:32])([CH3:31])[CH3:30])=[O:27])[CH2:23]1)#[N:20] |f:2.3.4,^1:63,65,84,103|. Procedure details: A mixture of 4-bromo-1-{[2-(trimethylsilyl)ethoxy]methyl}-1H-pyrrolo[2,3-b]pyridine (1.0 g, 3.0 mmol), tert-butyl 3-(cyanomethyl)-3-[4-(4,4,5,5-tetramethyl-1,3,2-dioxaborolan-2-yl)-1H-pyrazol-1-yl]azetidine-1-carboxylate (1.2 g, 3.0 mmol), tetrakis(triphenylphosphine)palladium(0) (200 mg, 0.2 mmol) and cesium carbonate (3.0 g, 9.2 mmol) in 1,4-dioxane (6 mL) and water (0.9 mL) was degassed and sealed. It was stirred at 90° C. for 2 h. After cooling it was concentrated under reduced pressure. The...